Dataset: the Open Reaction Database (ORD), a public repository of structured organic reaction records. Task: describe an organic reaction: reactants, conditions, products, and yield Starting materials: CC(C)C(=O)Cl, Cl, CCOC(=O)c1c(C)cc(N)c(C(=O)O)c1C, c1ccncc1, c1ccccc1. Product: CCOC(=O)c1c(C)cc(NC(=O)C(C)C)c(C(=O)O)c1C. Reaction SMILES: [C:24]([CH:25]([CH3:26])[CH3:27])(=[O:28])[Cl:29].[ClH:30].[NH2:1][c:2]1[c:3]([C:4](=[O:5])[OH:6])[c:7]([CH3:17])[c:8]([C:12](=[O:13])[O:14][CH2:15][CH3:16])[c:9]([CH3:11])[cH:10]1.[cH:18]1[cH:19][cH:20][n:21][cH:22][cH:23]1.[cH:31]1[cH:32][cH:33][cH:34][cH:35][cH:36]1>>[NH:1]([c:2]1[c:3]([C:4](=[O:5])[OH:6])[c:7]([CH3:17])[c:8]([C:12](=[O:13])[O:14][CH2:15][CH3:16])[c:9]([CH3:11])[cH:10]1)[C:24]([CH:25]([CH3:26])[CH3:27])=[O:28].